Dataset: the Open Reaction Database (ORD), a public repository of structured organic reaction records. Task: describe an organic reaction: reactants, conditions, products, and yield Reactants: BrC1=CC=C(C=C1)CC(C)NC(C)=O (N-(1-(4-bromophenyl)propan-2-yl)acetamide), CNCCNC (N,N′-dimethylethylendiamine), [Na+].[I-] (NaI). Reagents/catalysts: [Cu]I (CuI). Solvent: O1CCOCC1 (dioxan). Conditions: temperature 120 celsius, time 70 hour. Product: IC1=CC=C(C=C1)CC(C)NC(C)=O (N-(1-(4-iodophenyl)propan-2-yl)acetamide). Reaction SMILES: Br[C:2]1[CH:7]=[CH:6][C:5]([CH2:8][CH:9]([NH:11][C:12](=[O:14])[CH3:13])[CH3:10])=[CH:4][CH:3]=1.CNCCNC.[Na+].[I-:22]>O1CCOCC1.[Cu]I>[I:22][C:2]1[CH:7]=[CH:6][C:5]([CH2:8][CH:9]([NH:11][C:12](=[O:14])[CH3:13])[CH3:10])=[CH:4][CH:3]=1 |f:2.3|. Procedure: To 6.00 g (23.4 mmol) N-(1-(4-bromophenyl)propan-2-yl)acetamide (I44.1) in 65 mL dioxan are added 0.45 g (2.34 mmol) CuI, 0.50 mL (4.70 mmol) N,N′-dimethylethylendiamine and 7.02 g (46.9 mmol) NaI. The reaction mixture is stirred at 120° C. for 70 h. The mixture is allowed to cool to r.t. and half of the solvent is removed in vacuo. EtOAc and diluted aq. ammonia solution are added and the layers are separated. The aq. layer is once more extracted with EtOAc. The organic layers are combined, drie... Starting materials: CN1CCCC1=O, N#Cc1cc(Cl)nc(Cl)c1, CC(C)(C)OC(=O)NC1CCNCC1. The product is CC(C)(C)OC(=O)NC1CCN(c2cc(C#N)cc(Cl)n2)CC1. Reaction SMILES: [CH3:25][N:26]1[CH2:27][CH2:28][CH2:29][C:30]1=[O:31].[Cl:1][c:2]1[cH:3][c:4]([C:5]#[N:6])[cH:7][c:8]([Cl:10])[n:9]1.[NH:11]1[CH2:12][CH2:13][CH:14]([NH:17][C:18]([O:19][C:20]([CH3:21])([CH3:22])[CH3:23])=[O:24])[CH2:15][CH2:16]1>>[c:2]1([N:11]2[CH2:12][CH2:13][CH:14]([NH:17][C:18]([O:19][C:20]([CH3:21])([CH3:22])[CH3:23])=[O:24])[CH2:15][CH2:16]2)[cH:3][c:4]([C:5]#[N:6])[cH:7][c:8]([Cl:10])[n:9]1. Reactants: BrC(CC)C1=CC(=CC=C1)Cl (rac-1-(1-bromo-propyl)-3-chloro-benzene), C[Si](C)(C)C#N (trimethylsilyl cyanide). Yields the product ClC=1C=C(C=CC1)C(C#N)CC (rac-2-(3-chloro-phenyl)-butyronitrile). Reaction SMILES: Br[CH:2]([C:5]1[CH:10]=[CH:9][CH:8]=[C:7]([Cl:11])[CH:6]=1)[CH2:3][CH3:4].C[Si]([C:16]#[N:17])(C)C>>[Cl:11][C:7]1[CH:6]=[C:5]([CH:2]([CH2:3][CH3:4])[C:16]#[N:17])[CH:10]=[CH:9][CH:8]=1. Procedure: rac-2-(3-chloro-phenyl)-butyronitrile was prepared from rac-1-(1-bromo-propyl)-3-chloro-benzene and trimethylsilyl cyanide in analogy to Example 23 c): colourless oil. Starting materials: CC(Cl)c1cccnc1, c1nncn1CC1CCNCC1. Reagents/catalysts: O=C([O-])[O-].[Cs+].[Cs+] (cesium carbonate), [I-].[K+] (potassium iodide). Run in CN(C)C=O (DMF), CN(C)C=O (dmf), CN(C)C=O (DMF). Conditions: temperature 70 celsius, time 16 hour. Product: CC(c1cccnc1)N1CCC(Cn2cnnc2)CC1. Reactants: Cc1ccccc1, ClC(Cl)Cl, CCOC(=O)c1cn2c3c(c(F)c(F)c(F)c3c1=O)CCN2C, NCc1ccccc1. Yields the product CCOC(=O)c1cn2c3c(c(F)c(F)c(NCc4ccccc4)c3c1=O)CCN2C. Reaction SMILES: [CH3:32][c:33]1[cH:34][cH:35][cH:36][cH:37][cH:38]1.[CH:39]([Cl:40])([Cl:41])[Cl:42].[F:1][c:2]1[c:3]2[c:8]3[n:7]([cH:16][c:15]([C:17](=[O:18])[O:19][CH2:20][CH3:21])[c:14](=[O:22])[c:9]3[c:10]([F:13])[c:11]1[F:12])[N:6]([CH3:23])[CH2:5][CH2:4]2.[NH2:24][CH2:25][c:26]1[cH:27][cH:28][cH:29][cH:30][cH:31]1>>[F:1][c:2]1[c:3]2[c:8]3[n:7]([cH:16][c:15]([C:17](=[O:18])[O:19][CH2:20][CH3:21])[c:14](=[O:22])[c:9]3[c:10]([NH:24][CH2:25][c:26]3[cH:27][cH:28][cH:29][cH:30][cH:31]3)[c:11]1[F:12])[N:6]([CH3:23])[CH2:5][CH2:4]2. Starting materials: CC(C)[N+]1([C@@H]2CC[C@H]1C[C@H](C2)OC(=O)C(CO)C=3C=CC=CC3)C.O.[Br-] (ipratropium bromide). Run in C(C)O (ethanol). Product: C(C)O.OCC(O)CO (Ethanol Glycerol). Reaction SMILES: CC([N+]1(C)[C@@H]2[CH2:9][C@@H:10]([O:12][C:13]([CH:15](C3C=CC=CC=3)[CH2:16][OH:17])=[O:14])C[C@H]1CC2)C.[OH2:25].[Br-]>C(O)C>[CH2:10]([OH:12])[CH3:9].[OH:17][CH2:16][CH:15]([CH2:13][OH:14])[OH:25] |f:0.1.2,4.5|. Procedure details: The solubility of ipratropium bromide in ethanol is 42.48 mg/g. Reactants: ClC1=CC2=C(S1)C1(CCN(CC1)CC=1C(=NNC1)C(=O)OCC)OCC2(F)F (ethyl 4-[(2-chloro-4,4-difluoro-spiro[5H-thieno[2,3-c]pyran-7,4′-piperidine]-1′-yl)methyl]-1H-pyrazole-3-carboxylate), C([O-])([O-])=O.[K+].[K+] (Potassium Carbonate), FC1=NC=CC=C1F (2,3-difluoropyridine), Ice brine, C(Cl)Cl (CH2Cl2). Run in CN(C=O)C (Dimethylformamide). Conditions: temperature 60 celsius. Yields the product ClC1=CC2=C(S1)C1(CCN(CC1)CC=1C(=NN(C1)C1=NC=CC=C1F)C(=O)OCC)OCC2(F)F (Ethyl 4-[(2-chloro-4,4-difluoro-spiro[5H-thieno[2,3-c]pyran-7,4′-piperidine]-1′-yl)methyl]-1-(3-fluoro-2-pyridyl)pyrazole-3-carboxylate). Yield: 65.6%. As a reaction SMILES: [Cl:1][C:2]1[S:6][C:5]2[C:7]3([O:24][CH2:25][C:26]([F:28])([F:27])[C:4]=2[CH:3]=1)[CH2:12][CH2:11][N:10]([CH2:13][C:14]1[C:15]([C:19]([O:21][CH2:22][CH3:23])=[O:20])=[N:16][NH:17][CH:18]=1)[CH2:9][CH2:8]3.C(=O)([O-])[O-].[K+].[K+].F[C:36]1[C:41]([F:42])=[CH:40][CH:39]=[CH:38][N:37]=1.C(Cl)Cl>CN(C)C=O>[Cl:1][C:2]1[S:6][C:5]2[C:7]3([O:24][CH2:25][C:26]([F:27])([F:28])[C:4]=2[CH:3]=1)[CH2:8][CH2:9][N:10]([CH2:13][C:14]1[C:15]([C:19]([O:21][CH2:22][CH3:23])=[O:20])=[N:16][N:17]([C:36]2[C:41]([F:42])=[CH:40][CH:39]=[CH:38][N:37]=2)[CH:18]=1)[CH2:11][CH2:12]3 |f:1.2.3|. Reported procedure: To a solution of ethyl 4-[(2-chloro-4,4-difluoro-spiro[5H-thieno[2,3-c]pyran-7,4′-piperidine]-1′-yl)methyl]-1H-pyrazole-3-carboxylate (22.5 g, 52.10 mmoles) in Dimethylformamide (225.00 mL) is added Potassium Carbonate (10.80 g, 78.14 mmoles) and 2,3-difluoropyridine (7.19 g, 62.52 mmoles) and the resulting suspension is stirred at 60° C. 15 h. Then, reaction mixture is poured over Ice/brine (30 mL) and CH2Cl2 (50 mL) is added to the resulting suspension. Solution is washed with H2O (2×50 mL). O... Reactants: COC1=CC(=C(C(=C1)C)S(=O)(=O)N(C)CC1=CC(=CO1)C(=O)O)C (5-({[(4-methoxy-2,6-dimethylphenyl)sulfonyl](methyl)amino}methyl)furan-3-carboxylic acid), CCN(C(C)C)C(C)C (DIPEA), Cl.Cl.CN(C(=O)C1CN(CC1)CC1=CC=C(C=C1)CNC)C (N,N-dimethyl-1-{4-[(methylamino)methyl]benzyl}pyrrolidine-3-carboxamide dihydrochloride), CCN=C=NCCCN(C)C (EDCI), C=1C=CC2=C(C1)N=NN2O (HOBt). Solvent: C(Cl)Cl (DCM). The product is COC1=CC(=C(C(=C1)C)S(=O)(=O)N(C)CC1=CC(=CO1)C(=O)N(C)CC1=CC=C(CN2CC(CC2)C(=O)N(C)C)C=C1)C (1-(4-{[{[5-({[(4-Methoxy-2,6-dimethylphenyl)sulfonyl](methyl)amino}methyl)furan-3-yl]carbonyl}(methyl)amino]methyl}benzyl)-N,N-dimethylpyrrolidine-3-carboxamide). As a reaction SMILES: [CH3:1][O:2][C:3]1[CH:8]=[C:7]([CH3:9])[C:6]([S:10]([N:13]([CH2:15][C:16]2[O:20][CH:19]=[C:18]([C:21]([OH:23])=O)[CH:17]=2)[CH3:14])(=[O:12])=[O:11])=[C:5]([CH3:24])[CH:4]=1.CCN=C=NCCCN(C)C.C1C=CC2N(O)N=NC=2C=1.CCN(C(C)C)C(C)C.Cl.Cl.[CH3:57][N:58]([CH3:76])[C:59]([CH:61]1[CH2:65][CH2:64][N:63]([CH2:66][C:67]2[CH:72]=[CH:71][C:70]([CH2:73][NH:74][CH3:75])=[CH:69][CH:68]=2)[CH2:62]1)=[O:60]>C(Cl)Cl>[CH3:1][O:2][C:3]1[CH:4]=[C:5]([CH3:24])[C:6]([S:10]([N:13]([CH2:15][C:16]2[O:20][CH:19]=[C:18]([C:21]([N:74]([CH2:73][C:70]3[CH:69]=[CH:68][C:67]([CH2:66][N:63]4[CH2:64][CH2:65][CH:61]([C:59]([N:58]([CH3:57])[CH3:76])=[O:60])[CH2:62]4)=[CH:72][CH:71]=3)[CH3:75])=[O:23])[CH:17]=2)[CH3:14])(=[O:12])=[O:11])=[C:7]([CH3:9])[CH:8]=1 |f:4.5.6|. Procedure: The title compound was prepared according to general procedure BH using 5-({[(4-methoxy-2,6-dimethylphenyl)sulfonyl](methyl)amino}methyl)furan-3-carboxylic acid (40 mg, 0.11 mmol), EDCI (29 mg, 0.15 mmol), HOBt (22 mg, 0.16 mmol), DIPEA (0.04 mL, 0.22 mmol), N,N-dimethyl-1-{4-[(methylamino)methyl]benzyl}pyrrolidine-3-carboxamide dihydrochloride (42 mg, 0.13 mmol) and DCM (5 mL).